From a dataset of the Open Reaction Database (ORD), a public repository of structured organic reaction records. describe an organic reaction: reactants, conditions, products, and yield The reactants are C(=O)(O)C=1C=CC2=C(N(C(=N2)C2CC2)CC2=C(C=CC=C2)Cl)C1 (6-carboxy-1-(2-chlorobenzyl)-2-cyclopropylbenzimidazole), C(C(=O)Cl)(=O)Cl (Oxalyl chloride). Reagents/catalysts: C(Cl)Cl (methylene chloride). The solvent is CN(C=O)C (N,N-dimethylformamide). Reaction conditions: time 2 hour. The product is Cl.ClC1=C(CN2C(=NC3=C2C=C(C=C3)C(=O)Cl)C3CC3)C=CC=C1 (1-(2-chlorobenzyl)-6-chlorocarbonyl-2-cyclopropylbenzimidazole hydrochloride). As a reaction SMILES: [C:1](Cl)(=O)[C:2]([Cl:4])=[O:3].C(C1[CH:11]=[CH:12][C:13]2[N:17]=[C:16]([CH:18]3[CH2:20][CH2:19]3)[N:15]([CH2:21][C:22]3[CH:27]=[CH:26][CH:25]=[CH:24][C:23]=3[Cl:28])[C:14]=2[CH:29]=1)(O)=O>C(Cl)Cl.CN(C)C=O>[ClH:4].[Cl:28][C:23]1[CH:24]=[CH:25][CH:26]=[CH:27][C:22]=1[CH2:21][N:15]1[C:14]2[CH:29]=[C:1]([C:2]([Cl:4])=[O:3])[CH:11]=[CH:12][C:13]=2[N:17]=[C:16]1[CH:18]1[CH2:20][CH2:19]1 |f:4.5|. Procedure details: Oxalyl chloride (0.208 ml) was added dropwise to a suspension prepared by adding 390 mg of 6-carboxy-1-(2-chlorobenzyl)-2-cyclopropylbenzimidazole to 10 ml of methylene chloride containing 1 drop of N,N-dimethylformamide at room temperature over a period of several minutes. The mixture was stirred at the same temperature for 2 hours, and was then concentrated under reduced pressure. Isopropyl ether was added to the residue, and the mixture was pulverized to give 450 mg of 1-(2-chlorobenzyl)-6-ch... Reactants: O=C(O)c1cc2cc(Cl)ccc2[nH]1, Cl, Cl, NC(Cc1cccnc1)C(=O)N1CCC(O)CC1. The product is O=C(NC(Cc1cccnc1)C(=O)N1CCC(O)CC1)c1cc2cc(Cl)ccc2[nH]1. As a reaction SMILES: [Cl:21][c:22]1[cH:23][c:24]2[cH:25][c:26]([C:31](=[O:32])[OH:33])[nH:27][c:28]2[cH:29][cH:30]1.[ClH:1].[ClH:2].[NH2:3][CH:4]([C:5](=[O:6])[N:7]1[CH2:8][CH2:9][CH:10]([OH:13])[CH2:11][CH2:12]1)[CH2:14][c:15]1[cH:16][n:17][cH:18][cH:19][cH:20]1>>[NH:3]([CH:4]([C:5](=[O:6])[N:7]1[CH2:8][CH2:9][CH:10]([OH:13])[CH2:11][CH2:12]1)[CH2:14][c:15]1[cH:16][n:17][cH:18][cH:19][cH:20]1)[C:31]([c:26]1[cH:25][c:24]2[cH:23][c:22]([Cl:21])[cH:30][cH:29][c:28]2[nH:27]1)=[O:32]. The reactants are C1CCOC1, CCOC(C)=O, Cc1ccc(S(=O)(=O)n2ccc3c2ncc2cnc(C4CCCCC4)n23)cc1, [Na+], O=C([O-])O, O=C1CCC(=O)N1Br. The product is Cc1ccc(S(=O)(=O)n2ccc3c2ncc2c(Br)nc(C4CCCCC4)n23)cc1. As a reaction SMILES: [CH2:37]1[O:38][CH2:39][CH2:40][CH2:41]1.[CH3:42][CH2:43][O:44][C:45]([CH3:46])=[O:47].[CH:1]1([c:7]2[n:8][cH:9][c:10]3[n:11]2[c:12]2[c:13]([n:14][cH:15]3)[n:16]([S:19](=[O:20])(=[O:21])[c:22]3[cH:23][cH:24][c:25]([CH3:26])[cH:27][cH:28]3)[cH:17][cH:18]2)[CH2:2][CH2:3][CH2:4][CH2:5][CH2:6]1.[Na+:52].[O-:48][C:49]([OH:50])=[O:51].[O:29]=[C:30]1[N:31]([Br:36])[C:32](=[O:33])[CH2:34][CH2:35]1>>[CH:1]1([c:7]2[n:8][c:9]([Br:36])[c:10]3[n:11]2[c:12]2[c:13]([n:14][cH:15]3)[n:16]([S:19](=[O:20])(=[O:21])[c:22]3[cH:23][cH:24][c:25]([CH3:26])[cH:27][cH:28]3)[cH:17][cH:18]2)[CH2:2][CH2:3][CH2:4][CH2:5][CH2:6]1. Reactants: O=C([O-])[O-], CCO, NC(=O)C1CCCCC1, [K+], [K+], c1ccc(C2CCNCC2)nc1. Yields the product O=C(NCN1CCC(c2ccccn2)CC1)C1CCCCC1. As a reaction SMILES: [C:22](=[O:23])([O-:24])[O-:25].[CH2:28]([OH:29])[CH3:30].[CH:13]1([C:19](=[O:20])[NH2:21])[CH2:14][CH2:15][CH2:16][CH2:17][CH2:18]1.[K+:26].[K+:27].[NH:1]1[CH2:2][CH2:3][CH:4]([c:7]2[n:8][cH:9][cH:10][cH:11][cH:12]2)[CH2:5][CH2:6]1>>[N:1]1([CH2:22][NH:21][C:19]([CH:13]2[CH2:14][CH2:15][CH2:16][CH2:17][CH2:18]2)=[O:20])[CH2:2][CH2:3][CH:4]([c:7]2[n:8][cH:9][cH:10][cH:11][cH:12]2)[CH2:5][CH2:6]1. The reactants are BrC1=CC=C(C=C1)I (1-bromo-4-iodo-benzene), FC(C=1C=CC(=NC1)CCN)(F)F (2-(5-trifluoromethyl-pyridin-2-yl)-ethylamine). The product is BrC1=CC=C(C=C1)NCCC1=NC=C(C=C1)C(F)(F)F ((4-bromo-phenyl)-[2-(5-trifluoromethyl-pyridin-2-yl)-ethyl]-amine). RXN SMILES: [Br:1][C:2]1[CH:7]=[CH:6][C:5](I)=[CH:4][CH:3]=1.[F:9][C:10]([F:21])([F:20])[C:11]1[CH:12]=[CH:13][C:14]([CH2:17][CH2:18][NH2:19])=[N:15][CH:16]=1>>[Br:1][C:2]1[CH:7]=[CH:6][C:5]([NH:19][CH2:18][CH2:17][C:14]2[CH:13]=[CH:12][C:11]([C:10]([F:21])([F:9])[F:20])=[CH:16][N:15]=2)=[CH:4][CH:3]=1. Procedure details: In analogy to the procedure described for the synthesis example 71 (step 1), the title compound (4-bromo-phenyl)-[2-(5-trifluoromethyl-pyridin-2-yl)-ethyl]-amine (MS m/e: 347.0 [M+H]+) was prepared from 1-bromo-4-iodo-benzene instead of 6-bromo-2,3-dihydro-benzofuran and 2-(5-trifluoromethyl-pyridin-2-yl)-ethylamine instead of 2-(6-trifluoromethyl-pyridin-3-yl)-ethylamine. The reactants are C1(=CC=CC=C1)P(C1=CC=CC=C1)C1=CC=CC=C1 (Triphenylphosphine), C(O)([O-])=O.[Na+] (sodium hydrogen carbonate), BrBr (bromine), FC1=C(C=C(C=C1)CO)S(=O)(=O)C ([4-Fluoro-3-(methylsulfonyl)phenyl]methanol). Run in C(C)#N (acetonitrile). Run at temperature 85 celsius, time 20 hour. Yields the product BrCC1=CC(=C(C=C1)F)S(=O)(=O)C (4-(bromomethyl)-1-fluoro-2-(methylsulfonyl)benzene). As a reaction SMILES: C1(P(C2C=CC=CC=2)C2C=CC=CC=2)C=CC=CC=1.[Br:20]Br.[F:22][C:23]1[CH:28]=[CH:27][C:26]([CH2:29]O)=[CH:25][C:24]=1[S:31]([CH3:34])(=[O:33])=[O:32].C(=O)([O-])O.[Na+]>C(#N)C>[Br:20][CH2:29][C:26]1[CH:27]=[CH:28][C:23]([F:22])=[C:24]([S:31]([CH3:34])(=[O:33])=[O:32])[CH:25]=1 |f:3.4|. Procedure details: (Step 1) Triphenylphosphine (3.21 g) was suspended in acetonitrile (50 ml), bromine (0.64 ml) was added, and the mixture was stirred for 30 min. [4-Fluoro-3-(methylsulfonyl)phenyl]methanol (2.5 g) was added to the reaction mixture, and the mixture was stirred at 85° C. for 20 hr, treated with aqueous sodium hydrogen carbonate solution, and extracted with ethyl acetate. The extract was washed with saturated brine, and dried over anhydrous magnesium sulfate. The solvent was evaporated under reduce... Starting materials: BrC=1C=C(C=CC1)C1=NC(=CC(=C1)C1=CC=C(C=C1)C(F)(F)F)C(F)(F)F (2-(3-bromo-phenyl)-6-trifluoromethyl-4-(4-trifluoromethyl-phenyl)-pyridine), S(N)(=O)(=O)C=1C=C(C=CC1)B(O)O (3-sulfamoyl-benzeneboronic acid). The product is FC(C1=CC(=CC(=N1)C=1C=C(C=CC1)C1=CC(=CC=C1)S(=O)(=O)N)C1=CC=C(C=C1)C(F)(F)F)(F)F (3′-[6-Trifluoromethyl-4-(4-trifluoromethyl-phenyl)-pyridin-2-yl]-biphenyl-3-sulfonic acid amide), solid. Isolated yield 15.0%. RXN SMILES: Br[C:2]1[CH:3]=[C:4]([C:8]2[CH:13]=[C:12]([C:14]3[CH:19]=[CH:18][C:17]([C:20]([F:23])([F:22])[F:21])=[CH:16][CH:15]=3)[CH:11]=[C:10]([C:24]([F:27])([F:26])[F:25])[N:9]=2)[CH:5]=[CH:6][CH:7]=1.[S:28]([C:32]1[CH:33]=[C:34](B(O)O)[CH:35]=[CH:36][CH:37]=1)(=[O:31])(=[O:30])[NH2:29]>>[F:25][C:24]([F:27])([F:26])[C:10]1[N:9]=[C:8]([C:4]2[CH:3]=[C:2]([C:36]3[CH:35]=[CH:34][CH:33]=[C:32]([S:28]([NH2:29])(=[O:31])=[O:30])[CH:37]=3)[CH:7]=[CH:6][CH:5]=2)[CH:13]=[C:12]([C:14]2[CH:19]=[CH:18][C:17]([C:20]([F:23])([F:22])[F:21])=[CH:16][CH:15]=2)[CH:11]=1. Procedure details: The title compound was prepared from 2-(3-bromo-phenyl)-6-trifluoromethyl-4-(4-trifluoromethyl-phenyl)-pyridine (example E.81) (0.200 g, 0.448 mmol) and 3-sulfamoyl-benzeneboronic acid (example F.2) (0.100 g, 0.488 mmol) according to the general procedure VI. Obtained as a white solid (0.040 g, 15%). MS (ISP) 523.3 [(M+H)+]; mp 187° C. The reactants are Cl.COC1=CC=C(C(=O)N2CC(C(=O)OC)CCC2)C=C1 (methyl N-(p-methoxybenzoyl)nipecotate hydrochloride), [OH-].[Na+] (sodium hydroxide). The solvent is CO (methanol), O (water). The product is COC1=CC=C(CN2C(C(CCC2)=C)=O)C=C1 (N-(p-methoxybenzyl)-3-methylene-2-piperidone). Yield: 74.7%. RXN SMILES: Cl.[CH3:2][O:3][C:4]1[CH:21]=[CH:20][C:7]([C:8]([N:10]2[CH2:19][CH2:18][CH2:17][CH:12]([C:13](OC)=O)[CH2:11]2)=O)=[CH:6][CH:5]=1.[OH-:22].[Na+]>CO.O>[CH3:2][O:3][C:4]1[CH:21]=[CH:20][C:7]([CH2:8][N:10]2[CH2:19][CH2:18][CH2:17][C:12](=[CH2:13])[C:11]2=[O:22])=[CH:6][CH:5]=1 |f:0.1,2.3|. Procedure details: A solution of methyl N-(p-methoxybenzoyl)nipecotate hydrochloride (30.7 g) and 8.4 g of sodium hydroxide in 900 ml of methanol and 45 ml of water is stirred at room temperature for seventeen hours. The solution is evaporated to dryness in vacuo, the residue diluted with toluene, and this again evaporated in dryness in vacuo. To the residue is added 1 liter of acetic anhydride and 140 ml of triethylamine, and the resulting mixture is heated under reflux for four hours. The reaction mixture is eva... The reactants are NC(=S)N (Thiourea), CC(C)CCC[C@@H](C)[C@H]1CC[C@H]2[C@@H]3CC=C4C[C@H](CC[C@]4(C)[C@H]3CC[C@]12C)OCCCCCCI (6-(5-cholesten-3β-yloxy)hexyl iodide). Solvent: O1CCCC1 (tetrahydrofuran). Product: CC(C)CCC[C@@H](C)[C@H]1CC[C@H]2[C@@H]3CC=C4C[C@H](CC[C@]4(C)[C@H]3CC[C@]12C)OCCCCCCS (6-(5-Cholesten-3β-yloxy)-hexane-1-thiol). Isolated yield 86.5%. Reaction SMILES: N[C:2](N)=[S:3].[CH3:5][CH:6]([CH2:8][CH2:9][CH2:10][C@H:11]([C@@H:13]1[C@:30]2([CH3:31])[C@H:16]([C@H:17]3[C@H:27]([CH2:28][CH2:29]2)[C@:25]2([CH3:26])[C:20]([CH2:21][C@@H:22]([O:32][CH2:33][CH2:34][CH2:35][CH2:36][CH2:37]CI)[CH2:23][CH2:24]2)=[CH:19][CH2:18]3)[CH2:15][CH2:14]1)[CH3:12])[CH3:7]>O1CCCC1>[CH3:7][CH:6]([CH2:8][CH2:9][CH2:10][C@H:11]([C@@H:13]1[C@:30]2([CH3:31])[C@H:16]([C@H:17]3[C@H:27]([CH2:28][CH2:29]2)[C@:25]2([CH3:26])[C:20]([CH2:21][C@@H:22]([O:32][CH2:33][CH2:34][CH2:35][CH2:36][CH2:37][CH2:2][SH:3])[CH2:23][CH2:24]2)=[CH:19][CH2:18]3)[CH2:15][CH2:14]1)[CH3:12])[CH3:5]. Reported procedure: Thiourea (7.5 g) is added to a solution of 6-(5-cholesten-3β-yloxy)hexyl iodide (15 g, 25.3 mmol) in tetrahydrofuran (200 ml) and the mixture is heated with stirring under reflux for 6 hours. The solution is concentrated to a residue which is triturated with anhydrous ether. The solid is filtered and dissolved in chloroform (100 ml). This solution is added to a solution of potassium metabisulfite (15 g) in water (100 ml). The mixture is heated under reflux in a nitrogen atmosphere for 20 minutes... Reactants: Cl (hydrogen chloride), BrCC1=C(NC(N1)=O)C(C1=CC=C(C=C1)OC)=O (5-(bromomethyl)-1,3-dihydro-4-(4-methoxybenzoyl)-2H-imidazol-2-one), C1(=CC=CC=C1)C1CCNCC1 (4-phenylpiperidine), C([O-])([O-])=O.[K+].[K+] (potassium carbonate). Solvent: O (Water), CC(C)O (2-propanol), C(C)O (ethanol). Reaction conditions: temperature 25 celsius, time 16 hour. The product is Cl.COC1=CC=C(C(=O)C=2NC(NC2CN2CCC(CC2)C2=CC=CC=C2)=O)C=C1 (1,3-dihydro-4-(4-methoxybenzoyl)-5-[(4-phenyl-1-piperidinyl)methyl]-2H-imidazol-2-one hydrochloride). Reaction SMILES: Br[CH2:2][C:3]1[NH:7][C:6](=[O:8])[NH:5][C:4]=1[C:9](=[O:18])[C:10]1[CH:15]=[CH:14][C:13]([O:16][CH3:17])=[CH:12][CH:11]=1.[C:19]1([CH:25]2[CH2:30][CH2:29][NH:28][CH2:27][CH2:26]2)[CH:24]=[CH:23][CH:22]=[CH:21][CH:20]=1.C(=O)([O-])[O-].[K+].[K+].[ClH:37]>CC(O)C.O.C(O)C>[ClH:37].[CH3:17][O:16][C:13]1[CH:14]=[CH:15][C:10]([C:9]([C:4]2[NH:5][C:6](=[O:8])[NH:7][C:3]=2[CH2:2][N:28]2[CH2:29][CH2:30][CH:25]([C:19]3[CH:24]=[CH:23][CH:22]=[CH:21][CH:20]=3)[CH2:26][CH2:27]2)=[O:18])=[CH:11][CH:12]=1 |f:2.3.4,9.10|. Procedure details: A mixture of 4.7 g (15 mmole) of 5-(bromomethyl)-1,3-dihydro-4-(4-methoxybenzoyl)-2H-imidazol-2-one, 2.5 g (16 mmole) of 4-phenylpiperidine, 2.1 g (15 mmole) of potassium carbonate and 75 ml of ethanol is stirred at 25° C. for 16 hours. Water (100 ml) is added and a precipitate forms. This is separated by filtration and washed with water. It is then suspended in 2-propanol and 1 equivalent of hydrogen chloride in 2-propanol is added. The resulting solid is separated by filtration and recrystalli...